This data is from the Open Reaction Database (ORD), a public repository of structured organic reaction records. The task is: describe an organic reaction: reactants, conditions, products, and yield Reactants: [Na+], [Na+], O=C([O-])[O-], Oc1cc(O)nc(-c2ccc(F)cc2)n1, O=[N+]([O-])O. Product: O=[N+]([O-])c1c(O)nc(-c2ccc(F)cc2)nc1O. RXN SMILES: [Na+:16].[Na+:17].[O-:18][C:19](=[O:20])[O-:21].[OH:1][c:2]1[n:3][c:4](-[c:9]2[cH:10][cH:11][c:12]([F:15])[cH:13][cH:14]2)[n:5][c:6]([OH:8])[cH:7]1.[OH:22][N+:23]([O-:24])=[O:25]>>[OH:1][c:2]1[n:3][c:4](-[c:9]2[cH:10][cH:11][c:12]([F:15])[cH:13][cH:14]2)[n:5][c:6]([OH:8])[c:7]1[N+:23](=[O:22])[O-:24]. Starting materials: BrC12CC3CC(CC(C1)C3)C2 (1-bromoadamantane), NC1=CC=CC=C1 (aniline), CCCCCC (hexane). Solvent: C(C)(=O)OCC (ethyl acetate). Reaction conditions: temperature 200 celsius, time 20 hour. Product: C12(CC3CC(CC(C1)C3)C2)NC2=CC=CC=C2 (N-1-Adamantylaniline). RXN SMILES: Br[C:2]12[CH2:11][CH:6]3[CH2:7][CH:8]([CH2:10][CH:4]([CH2:5]3)[CH2:3]1)[CH2:9]2.[NH2:12][C:13]1[CH:18]=[CH:17][CH:16]=[CH:15][CH:14]=1.CCCCCC>C(OCC)(=O)C>[C:2]12([NH:12][C:13]3[CH:18]=[CH:17][CH:16]=[CH:15][CH:14]=3)[CH2:11][CH:6]3[CH2:7][CH:8]([CH2:10][CH:4]([CH2:5]3)[CH2:3]1)[CH2:9]2. Reported procedure: Under a nitrogen (N2) atmosphere was combined 10.0 g (46.5 mmol) of 1-bromoadamantane and 20 ml of aniline. The reaction was stirred for 20 hours at 200° C., and then cooled and fractionated on silica gel using 6:1 hexane:ethyl acetate (EtOAc) to afford, after concentration in vacuo and refractionation using toluene, 5.65 g (54%) of N-1-adamantylaniline. Reactants: COc1ncc(CO)cc1Br, CCOC(C)=O, COCCOC, [Na+], O=C([O-])O, BrP(Br)Br. The product is COc1ncc(CBr)cc1Br. As a reaction SMILES: [Br:1][c:2]1[cH:3][c:4]([CH2:10][OH:11])[cH:5][n:6][c:7]1[O:8][CH3:9].[CH3:16][CH2:17][O:18][C:19]([CH3:20])=[O:21].[CH3:27][O:28][CH2:29][CH2:30][O:31][CH3:32].[Na+:26].[O-:22][C:23]([OH:24])=[O:25].[P:12]([Br:13])([Br:14])[Br:15]>>[Br:1][c:2]1[cH:3][c:4]([CH2:10][Br:13])[cH:5][n:6][c:7]1[O:8][CH3:9]. Starting materials: CS(C)=O, C1CCC(N2CCNCC2)CC1, N#Cc1ccc(-c2ccc(F)cc2)[nH]c1=O. As a reaction SMILES: [CH3:29][S:30](=[O:31])[CH3:32].[CH:17]1([N:23]2[CH2:24][CH2:25][NH:26][CH2:27][CH2:28]2)[CH2:18][CH2:19][CH2:20][CH2:21][CH2:22]1.[F:1][c:2]1[cH:3][cH:4][c:5](-[c:8]2[nH:9][c:10](=[O:16])[c:11]([C:12]#[N:13])[cH:14][cH:15]2)[cH:6][cH:7]1>>[c:2]1([N:26]2[CH2:25][CH2:24][N:23]([CH:17]3[CH2:18][CH2:19][CH2:20][CH2:21][CH2:22]3)[CH2:28][CH2:27]2)[cH:3][cH:4][c:5](-[c:8]2[nH:9][c:10](=[O:16])[c:11]([C:12]#[N:13])[cH:14][cH:15]2)[cH:6][cH:7]1. The product is N#Cc1ccc(-c2ccc(N3CCN(C4CCCCC4)CC3)cc2)[nH]c1=O. Reactants: N#Cc1ccccc1-c1cc(-c2ccccn2)cn(CC2CCNCC2)c1=O, CC(=O)O, O=Cc1ccccc1, ClC(Cl)Cl. Yields the product N#Cc1ccccc1-c1cc(-c2ccccn2)cn(CC2CCN(Cc3ccccc3)CC2)c1=O. As a reaction SMILES: [C:1](#[N:2])[c:3]1[c:4](-[c:9]2[c:10](=[O:28])[n:11]([CH2:21][CH:22]3[CH2:23][CH2:24][NH:25][CH2:26][CH2:27]3)[cH:12][c:13](-[c:15]3[n:16][cH:17][cH:18][cH:19][cH:20]3)[cH:14]2)[cH:5][cH:6][cH:7][cH:8]1.[CH3:37][C:38](=[O:39])[OH:40].[CH:29](=[O:30])[c:31]1[cH:32][cH:33][cH:34][cH:35][cH:36]1.[CH:41]([Cl:42])([Cl:43])[Cl:44]>>[C:1](#[N:2])[c:3]1[c:4](-[c:9]2[c:10](=[O:28])[n:11]([CH2:21][CH:22]3[CH2:23][CH2:24][N:25]([CH2:29][c:31]4[cH:32][cH:33][cH:34][cH:35][cH:36]4)[CH2:26][CH2:27]3)[cH:12][c:13](-[c:15]3[n:16][cH:17][cH:18][cH:19][cH:20]3)[cH:14]2)[cH:5][cH:6][cH:7][cH:8]1. Reactants: ClC1=CC=C2C=C(NC2=C1)C(=O)OC (methyl 6-chloroindole-2-carboxylate), [H-].[Na+] (sodium hydride), resultant mixture, ClCC#N (chloroacetonitrile). Solvent: CN(C)C=O (DMF). Reaction conditions: time 30 minute. Yields the product ClC1=CC=C2C=C(N(C2=C1)CC#N)C(=O)OC (Methyl 6-chloro-1-(cyanomethyl)-indole-2-carboxylate). The yield is 81.7%. Reaction SMILES: [Cl:1][C:2]1[CH:10]=[C:9]2[C:5]([CH:6]=[C:7]([C:11]([O:13][CH3:14])=[O:12])[NH:8]2)=[CH:4][CH:3]=1.[H-].[Na+].Cl[CH2:18][C:19]#[N:20]>CN(C=O)C>[Cl:1][C:2]1[CH:10]=[C:9]2[C:5]([CH:6]=[C:7]([C:11]([O:13][CH3:14])=[O:12])[N:8]2[CH2:18][C:19]#[N:20])=[CH:4][CH:3]=1 |f:1.2|. Reported procedure: To a stirred solution of methyl 6-chloroindole-2-carboxylate (9.8 g, 46.7 mmol) (D. Knittel, Synthesis, 1985, 2, 186–188) in DMF (80 mL) under Ar at ambient temperature was added sodium hydride (60%; 2.80 g, 70 mmol) portionwise over 10 min. After 30 min, chloroacetonitrile (5.9 mL, 93.2 mmol) was added dropwise and the resultant mixture was heated at 75° C. (bath temp.) for 45 min; then allowed to cool. The reaction mixture was poured onto ice (500 mL) and the solid product was filtered, washed... The product is Cn1c(C(F)(F)F)cc(=O)n(-c2cc(Oc3cccc(OCc4ccccc4)c3)c(Cl)cc2F)c1=O. Reaction SMILES: [CH2:9]([c:10]1[cH:11][cH:12][cH:13][cH:14][cH:15]1)[O:16][c:17]1[cH:18][c:19]([O:20][c:21]2[c:22]([NH2:23])[cH:24][c:25]([F:41])[c:26](-[n:28]3[c:29](=[O:40])[n:30]([CH3:39])[c:31]([C:35]([F:36])([F:37])[F:38])[cH:32][c:33]3=[O:34])[cH:27]2)[cH:42][cH:43][cH:44]1.[CH3:1][CH:2]([CH2:3][CH2:4][O:5][N:6]=[O:7])[CH3:8].[CH3:51][C:52]#[N:53].[Cl:46][Cu:47].[Cl:48][Cu:49][Cl:50].[ClH:45]>>[CH2:9]([c:10]1[cH:11][cH:12][cH:13][cH:14][cH:15]1)[O:16][c:17]1[cH:18][c:19]([O:20][c:21]2[c:22]([Cl:45])[cH:24][c:25]([F:41])[c:26](-[n:28]3[c:29](=[O:40])[n:30]([CH3:39])[c:31]([C:35]([F:36])([F:37])[F:38])[cH:32][c:33]3=[O:34])[cH:27]2)[cH:42][cH:43][cH:44]1. Reactants: Cn1c(C(F)(F)F)cc(=O)n(-c2cc(Oc3cccc(OCc4ccccc4)c3)c(N)cc2F)c1=O, CC(C)CCON=O, CC#N, Cl[Cu], Cl[Cu]Cl, Cl. The reactants are ClC1=C(C=CC=C1)[C@@H](C)OC=1C=C(SC1C(=O)OC)N1C=NC2=C1C=CC(=C2)C(=O)O (1-{4-{[(1R)-1-(2-chlorophenyl)ethyl]oxy}-5-[(methyloxy)carbonyl]-2-thienyl}-1H-benzimidazole-5-carboxylic acid), ClC1=C(C=CC=C1)[C@@H](C)OC=1C=C(SC1C(=O)OC)N1C=NC2=C1C=CC(=C2)C(=O)O (1-{4-{[(1R)-1-(2-chlorophenyl)ethyl]oxy}-5-[(methyloxy)carbonyl]-2-thienyl}-1H-benzimidazole-5-carboxylic acid), C(C)(C)N(CC)C(C)C (diisopropyl ethylamine), C(C)(=O)NN (acethydrazide), CN(C)C=O (DMF), O-(7-Aza benzotriazole-1-yl)-N,N,N′,N′ tetramethyluranium hexafluoro phosphate. Solvent: C(Cl)Cl (DCM), O (water). Conditions: time 30 minute. The product is C(C)(=O)NNC(=O)C1=CC2=C(N(C=N2)C2=CC(=C(S2)C(=O)OC)O[C@H](C)C2=C(C=CC=C2)Cl)C=C1 (Methyl 5-{5-[(2-acetylhydrazino)carbonyl]-1H-benzimidazol-1-yl}-3-{[(1R)-1-(2-chlorophenyl)ethyl]oxy}-2-thiophenecarboxylate). The yield is 91.3%. As a reaction SMILES: [Cl:1][C:2]1[CH:7]=[CH:6][CH:5]=[CH:4][C:3]=1[C@H:8]([O:10][C:11]1[CH:12]=[C:13]([N:20]2[C:24]3[CH:25]=[CH:26][C:27]([C:29](O)=[O:30])=[CH:28][C:23]=3[N:22]=[CH:21]2)[S:14][C:15]=1[C:16]([O:18][CH3:19])=[O:17])[CH3:9].C(N(C(C)C)CC)(C)C.[C:41]([NH:44][NH2:45])(=[O:43])[CH3:42].CN(C=O)C>C(Cl)Cl.O>[C:41]([NH:44][NH:45][C:29]([C:27]1[CH:26]=[CH:25][C:24]2[N:20]([C:13]3[S:14][C:15]([C:16]([O:18][CH3:19])=[O:17])=[C:11]([O:10][C@@H:8]([C:3]4[CH:4]=[CH:5][CH:6]=[CH:7][C:2]=4[Cl:1])[CH3:9])[CH:12]=3)[CH:21]=[N:22][C:23]=2[CH:28]=1)=[O:30])(=[O:43])[CH3:42]. Procedure details: A 20.0 mL flask was charged with 150 mg (0.329 mmol) of 1-{4-{[(1R)-1-(2-chlorophenyl)ethyl]oxy}-5-[(methyloxy)carbonyl]-2-thienyl}-1H-benzimidazole-5-carboxylic acid (Intermediate 34, 0.120 mL, 0.658 mmol) of diisopropyl ethylamine, 24.4 mg (0.329 mmol) of acethydrazide and 2.00 ml of DMF. Next, 125 mg (0.329 mmol) of O-(7-Aza benzotriazole-1-yl)-N,N,N′,N′ tetramethyluranium hexafluoro phosphate was added and the reaction mixture stirred at rt for 30 min. 10 mL of water and 30 mL of DCM was add...